This data is from the Open Reaction Database (ORD), a public repository of structured organic reaction records. The task is: describe an organic reaction: reactants, conditions, products, and yield Reactants: CS(C)=O, CCOC(=O)C(C(O)CCCl)N1CCC1=O, ClCCl, [N-]=[N+]=[N-], [Na+]. Yields the product CCOC(=O)C(C(O)CCN=[N+]=[N-])N1CCC1=O. Reaction SMILES: [CH3:21][S:22]([CH3:23])=[O:24].[Cl:1][CH2:2][CH2:3][CH:4]([CH:5]([C:6](=[O:7])[O:8][CH2:9][CH3:10])[N:11]1[C:12](=[O:15])[CH2:13][CH2:14]1)[OH:16].[Cl:25][CH2:26][Cl:27].[N-:18]=[N+:19]=[N-:20].[Na+:17]>>[CH2:2]([CH2:3][CH:4]([CH:5]([C:6](=[O:7])[O:8][CH2:9][CH3:10])[N:11]1[C:12](=[O:15])[CH2:13][CH2:14]1)[OH:16])[N:18]=[N+:19]=[N-:20]. The reactants are CCOC(C)=O, O=[N+]([O-])c1ccc(F)cc1, COCCN. Yields the product COCCNc1ccc([N+](=O)[O-])cc1. RXN SMILES: [CH3:16][CH2:17][O:18][C:19](=[O:20])[CH3:21].[F:1][c:2]1[cH:3][cH:4][c:5]([N+:8](=[O:9])[O-:10])[cH:6][cH:7]1.[NH2:11][CH2:12][CH2:13][O:14][CH3:15]>>[c:2]1([NH:11][CH2:12][CH2:13][O:14][CH3:15])[cH:3][cH:4][c:5]([N+:8](=[O:9])[O-:10])[cH:6][cH:7]1. Reactants: CC(C)(C)OC(=O)Nc1cc(N2CCC3(CC2)OCCO3)c(I)cc1[N+](=O)[O-], OB(O)c1ccc(F)cc1. Reaction SMILES: [C:1]([CH3:2])([CH3:3])([CH3:4])[O:5][C:6]([NH:7][c:8]1[c:9]([N+:25](=[O:26])[O-:27])[cH:10][c:11]([I:24])[c:12]([N:14]2[CH2:15][CH2:16][C:17]3([O:18][CH2:19][CH2:20][O:21]3)[CH2:22][CH2:23]2)[cH:13]1)=[O:28].[OH:29][B:30]([OH:31])[c:32]1[cH:33][cH:34][c:35]([F:36])[cH:37][cH:38]1>>[C:1]([CH3:2])([CH3:3])([CH3:4])[O:5][C:6]([NH:7][c:8]1[c:9]([N+:25](=[O:26])[O-:27])[cH:10][c:11](-[c:32]2[cH:33][cH:34][c:35]([F:36])[cH:37][cH:38]2)[c:12]([N:14]2[CH2:15][CH2:16][C:17]3([O:18][CH2:19][CH2:20][O:21]3)[CH2:22][CH2:23]2)[cH:13]1)=[O:28]. The product is CC(C)(C)OC(=O)Nc1cc(N2CCC3(CC2)OCCO3)c(-c2ccc(F)cc2)cc1[N+](=O)[O-]. Starting materials: CC(C)C1C(=O)NCC(=O)NC(C(=O)NC(C(=O)NC(C(=O)NC(C(=O)N2CCCC2C(=O)NC(CSSCC(C(=O)NC(C(=O)N1)CCSC)NC(=O)C(CCCNC(=N)N)NC(=O)C(CCSC)NC(=O)C(C(C)O)NC(=O)C(CC(=O)O)N)C(=O)NC(CC3=CNC4=CC=CC=C43)C(=O)NC(CCC(=O)O)C(=O)NC(C(C)C)C(=O)O)CCCNC(=N)N)CC5=CC=C(C=C5)O)C(C)C)CCCNC(=N)N (melanin-concentrating hormone), IC1=C(C(=O)OC(C)(C)C)C=CC=C1 (tert-butyl 2-iodobenzoate), BrC1=NC=C(C=C1)F (2-bromo-5-fluropyridine). Product: FC=1C=CC(=NC1)C1=CC=C(C=C1)CCC=O (3-[4-(5-Fluoropyridin-2-yl)phenyl]propionaldehyde). Reaction SMILES: CC(C1NC(=O)C(CCSC)NC(=O)C(NC(C(NC(C(NC(C(NC(C(N)CC(O)=O)=O)C(O)C)=O)CCSC)=O)CCCNC(N)=N)=O)CSSCC(C(NC(C(NC(C(NC(C(O)=O)C(C)C)=O)CCC(O)=O)=O)CC2C3C(=CC=CC=3)NC=2)=O)NC(=O)C2N(CCC2)C(=O)C(CCCNC(N)=N)N[C:21](=[O:22])[CH:20]([CH2:127][C:128]2[CH:133]=[CH:132][C:131](O)=[CH:130][CH:129]=2)NC(=O)C(C(C)C)NC(=O)C(CCCNC(N)=N)NC(=O)CNC1=O)C.IC1C=CC=CC=1C(OC(C)(C)C)=O.Br[C:160]1[CH:165]=[CH:164][C:163]([F:166])=[CH:162][N:161]=1>>[F:166][C:163]1[CH:164]=[CH:165][C:160]([C:131]2[CH:130]=[CH:129][C:128]([CH2:127][CH2:20][CH:21]=[O:22])=[CH:133][CH:132]=2)=[N:161][CH:162]=1. Procedure: The title compound was prepared following the procedure described for intermediate 1 substituting tert-butyl 2-iodobenzoate with 2-bromo-5-fluropyridine. 1H NMR (500 MHz, CDCl3) δ 9.83 (s, 1H), 8.52 (d, J=2.9 Hz, 1H), 7.86 (d, J=8.2 Hz, 2H), 7.67-7.70 (m, 1H), 7.42-7.46 (m, 1H), 7.29 (d, J=8.2 Hz, 2H), 3.0 (t, J=7.6 Hz, 2H), 2.82 (t, J=7.3 Hz, 2H). The reactants are O (water), C(C)(=O)N1C(N(C(C12N(C(NC1=CC=CC=C12)=O)C)=O)COCC1=CC=CC=C1)=O (3'-Acetyl-1'-benzyloxymethyl-3-methyl-spiro[1,2,3,4-tetrahydroquinazoline-4,4'-imidazolidine]-2,2',5'trione), [H-].[Na+] (sodium hydride), CI (methyl iodide). The solvent is CN(C=O)C (dimethylformamide). Run at time 30 minute. The product is C(C)(=O)N1C(N(C(C12N(C(N(C1=CC=CC=C12)C)=O)C)=O)COCC1=CC=CC=C1)=O (3'-acetyl-1'-benzyloxymethyl-1,3-dimethyl-spiro[1,2,3,4-tetrahydroquinazoline-4,4'-imidazolidine]-2,2',5'-trione). The yield is 94.5%. As a reaction SMILES: [C:1]([N:4]1[C:8]2([C:17]3[C:12](=[CH:13][CH:14]=[CH:15][CH:16]=3)[NH:11][C:10](=[O:18])[N:9]2[CH3:19])[C:7](=[O:20])[N:6]([CH2:21][O:22][CH2:23][C:24]2[CH:29]=[CH:28][CH:27]=[CH:26][CH:25]=2)[C:5]1=[O:30])(=[O:3])[CH3:2].[CH3:31]I.[H-].[Na+].O>CN(C)C=O>[C:1]([N:4]1[C:8]2([C:17]3[C:12](=[CH:13][CH:14]=[CH:15][CH:16]=3)[N:11]([CH3:31])[C:10](=[O:18])[N:9]2[CH3:19])[C:7](=[O:20])[N:6]([CH2:21][O:22][CH2:23][C:24]2[CH:25]=[CH:26][CH:27]=[CH:28][CH:29]=2)[C:5]1=[O:30])(=[O:3])[CH3:2] |f:2.3|. Procedure: 3'-Acetyl-1'-benzyloxymethyl-3-methyl-spiro[1,2,3,4-tetrahydroquinazoline-4,4'-imidazolidine]-2,2',5'trione (3.06 g) is dissolved in dimethylformamide (20 ml) and thereto is added methyl iodide (1 ml) and further added in portions sodium hydride (60%) (0.3 g) under ice-cooling, and the mixture is stirred at room temperature for 30 minutes. To the reaction mixture is added water, and the mixture is extracted with ethyl acetate. The extract is dried and distilled to remove the solvent. The residue... The reactants are Nc1cccc(-c2c(Cc3ccccc3)cnc3c(C(F)(F)F)cccc23)c1, Cn1c(C=O)cc2ccccc21. Yields the product Cn1c(CNc2cccc(-c3c(Cc4ccccc4)cnc4c(C(F)(F)F)cccc34)c2)cc2ccccc21. RXN SMILES: [CH2:1]([c:2]1[cH:3][cH:4][cH:5][cH:6][cH:7]1)[c:8]1[cH:9][n:10][c:11]2[c:12]([C:25]([F:26])([F:27])[F:28])[cH:13][cH:14][cH:15][c:16]2[c:17]1-[c:18]1[cH:19][c:20]([NH2:24])[cH:21][cH:22][cH:23]1.[CH3:29][n:30]1[c:31]([CH:39]=[O:40])[cH:32][c:33]2[cH:34][cH:35][cH:36][cH:37][c:38]12>>[CH2:1]([c:2]1[cH:3][cH:4][cH:5][cH:6][cH:7]1)[c:8]1[cH:9][n:10][c:11]2[c:12]([C:25]([F:26])([F:27])[F:28])[cH:13][cH:14][cH:15][c:16]2[c:17]1-[c:18]1[cH:19][c:20]([NH:24][CH2:39][c:31]2[n:30]([CH3:29])[c:38]3[c:33]([cH:32]2)[cH:34][cH:35][cH:36][cH:37]3)[cH:21][cH:22][cH:23]1. RXN SMILES: [F:1][c:2]1[cH:3][cH:4][c:5]2[c:10]([c:11]1[CH3:12])[O:9][CH:8]([C:13]([F:14])([F:15])[F:16])[C:7]([C:17](=[O:18])[O:19][CH2:20][CH3:21])=[CH:6]2.[K+:22].[K+:23].[O-:24][C:25]([O-:26])=[O:27].[O:35]=[CH:36][N:37]([CH3:38])[CH3:39].[OH:28][c:29]1[cH:30][cH:31][cH:32][cH:33][cH:34]1>>[c:2]1([O:28][c:29]2[cH:30][cH:31][cH:32][cH:33][cH:34]2)[cH:3][cH:4][c:5]2[c:10]([c:11]1[CH3:12])[O:9][CH:8]([C:13]([F:14])([F:15])[F:16])[C:7]([C:17](=[O:18])[O:19][CH2:20][CH3:21])=[CH:6]2. Starting materials: CCOC(=O)C1=Cc2ccc(F)c(C)c2OC1C(F)(F)F, [K+], [K+], O=C([O-])[O-], CN(C)C=O, Oc1ccccc1. Yields the product CCOC(=O)C1=Cc2ccc(Oc3ccccc3)c(C)c2OC1C(F)(F)F. Starting materials: C(S(=O)(=O)[O-])(F)(F)F.[n+]1(ccccc1)F, C1[C@H]([C@H]2[C@@H]([C@@]1(COC(=O)C)O)OC(O2)(C)C)N1C(c2c(C1=O)cccc2)=O. Reagents/catalysts: c1ccc(cc1)-c2c3ccccc3cc4ccccc24 (9-Phenylanthracene). The solvent is C1CCOC1 (THF). Reaction conditions: temperature 25 celsius, time 18 hour. Yields the product CC(=O)OC[C@@]1(F)C[C@H]([C@@H]2OC(C)(C)O[C@H]12)N3C(=O)c4ccccc4C3=O. As a reaction SMILES: [CH3:1][C:2]([O:4][CH2:5][C@:6]1([C@H:15]([C@@H:9]2[C@H:8]([N:16]3[C:25](=[O:26])[c:24]([c:19]4[C:17]3=[O:18])[cH:23][cH:22][cH:21][cH:20]4)[CH2:7]1)[O:14][C:11]([CH3:13])([CH3:12])[O:10]2)O)=[O:3].[O-]S(C(F)(F)[F:27])(=O)=O.F[n+]1ccccc1>>[CH3:1][C:2]([O:4][CH2:5][C@@:6]1([C@H:15]([C@@H:9]2[C@H:8]([N:16]3[C:25](=[O:26])[c:24]([c:19]4[C:17]3=[O:18])[cH:23][cH:22][cH:21][cH:20]4)[CH2:7]1)[O:14][C:11]([CH3:13])([CH3:12])[O:10]2)[F:27])=[O:3]. Reactants: FC1=CC=C(C=C1)CC=1C(=NC=NC1C)N1CCOC2=C(C1)C=C(C=C2)C2=CN=C(S2)NC(C)=O (N-[5-(4-{5-[(4-fluorophenyl)methyl]-6-methylpyrimidine-4-yl}-2,3,4,5-tetrahydro-1,4-benzoxazepin-7-yl)-1,3-thiazol-2-yl]acetamide), [OH-].[Na+] (sodium hydroxide). The solvent is Cl (hydrochloric acid). The product is FC1=CC=C(C=C1)CC=1C(=NC=NC1C)N1CCOC2=C(C1)C=C(C=C2)C2=CN=C(S2)N (5-(4-{5-[(4-fluorophenyl)methyl]-6-methylpyrimidin-4-yl}-2,3,4,5-tetrahydro-1,4-benzoxazepin-7-yl)-1,3-thiazol-2-amine). The yield is 64.1%. RXN SMILES: [F:1][C:2]1[CH:7]=[CH:6][C:5]([CH2:8][C:9]2[C:10]([N:16]3[CH2:22][C:21]4[CH:23]=[C:24]([C:27]5[S:31][C:30]([NH:32]C(=O)C)=[N:29][CH:28]=5)[CH:25]=[CH:26][C:20]=4[O:19][CH2:18][CH2:17]3)=[N:11][CH:12]=[N:13][C:14]=2[CH3:15])=[CH:4][CH:3]=1.[OH-].[Na+]>Cl>[F:1][C:2]1[CH:7]=[CH:6][C:5]([CH2:8][C:9]2[C:10]([N:16]3[CH2:22][C:21]4[CH:23]=[C:24]([C:27]5[S:31][C:30]([NH2:32])=[N:29][CH:28]=5)[CH:25]=[CH:26][C:20]=4[O:19][CH2:18][CH2:17]3)=[N:11][CH:12]=[N:13][C:14]=2[CH3:15])=[CH:4][CH:3]=1 |f:1.2|. Procedure details: A solution of N-[5-(4-{5-[(4-fluorophenyl)methyl]-6-methylpyrimidine-4-yl}-2,3,4,5-tetrahydro-1,4-benzoxazepin-7-yl)-1,3-thiazol-2-yl]acetamide (75 mg, 0.15 mmol) in 6 N hydrochloric acid (4 mL) was stirred at 95° C. for 15 h. After cooling to room temperature the mixture was neutralized with 50% aqueous sodium hydroxide, concentrated to dryness, and the solid residue extracted with ethanol (3×10 mL). Evaporation of the solvent and purification of the residue by preparative HPLC afforded 5-(4-{5... Starting materials: C(C)(C)(C)C1=CC(=C(C=C1)C=1NC(C(N1)(C)C1=CC=C(C=C1)Cl)(C)C1=CC=C(C=C1)Cl)OCC (rac-(4S*,5R*)-2-(4-tert-butyl-2-ethoxy-phenyl)-4,5-bis-(4-chloro-phenyl)-4,5-dimethyl-4,5-dihydro-1H-imidazole), C1(CCC1)C(=O)Cl (cyclobutanecarbonyl chloride). Product: C(C)(C)(C)C1=CC(=C(C=C1)C=1N([C@]([C@](N1)(C)C1=CC=C(C=C1)Cl)(C)C1=CC=C(C=C1)Cl)C(=O)C1CCC1)OCC ([(4S,5R)-2-(4-tert-Butyl-2-ethoxy-phenyl)-4,5-bis-(4-chloro-phenyl)-4,5-dimethyl-4,5-dihydro-imidazol-1-yl]-cyclobutyl-methanone). RXN SMILES: [C:1]([C:5]1[CH:10]=[CH:9][C:8]([C:11]2[NH:12][C:13]([C:25]3[CH:30]=[CH:29][C:28]([Cl:31])=[CH:27][CH:26]=3)([CH3:24])[C:14]([C:17]3[CH:22]=[CH:21][C:20]([Cl:23])=[CH:19][CH:18]=3)([CH3:16])[N:15]=2)=[C:7]([O:32][CH2:33][CH3:34])[CH:6]=1)([CH3:4])([CH3:3])[CH3:2].[CH:35]1([C:39](Cl)=[O:40])[CH2:38][CH2:37][CH2:36]1>>[C:1]([C:5]1[CH:10]=[CH:9][C:8]([C:11]2[N:15]([C:39]([CH:35]3[CH2:38][CH2:37][CH2:36]3)=[O:40])[C@@:14]([C:17]3[CH:22]=[CH:21][C:20]([Cl:23])=[CH:19][CH:18]=3)([CH3:16])[C@@:13]([C:25]3[CH:26]=[CH:27][C:28]([Cl:31])=[CH:29][CH:30]=3)([CH3:24])[N:12]=2)=[C:7]([O:32][CH2:33][CH3:34])[CH:6]=1)([CH3:2])([CH3:3])[CH3:4]. Reported procedure: In a manner analogous to the method described in example 5, rac-(4S*,5R*)-2-(4-tert-butyl-2-ethoxy-phenyl)-4,5-bis-(4-chloro-phenyl)-4,5-dimethyl-4,5-dihydro-1H-imidazole was reacted with cyclobutanecarbonyl chloride (Aldrich) to give the title compound. HR-MS (ES, m/z) calculated for C34H39N2O2Cl2 [(M+H)+] 577.2383, observed 577.2382.